From a dataset of the Open Reaction Database (ORD), a public repository of structured organic reaction records. describe an organic reaction: reactants, conditions, products, and yield The reactants are OC1CCN(Cc2ccccc2)C1, CS(=O)(=O)Cl, Cc1ccccc1, [Na+], [OH-], O. Product: OC1CCN(Cc2ccccc2)C1, CS(=O)(=O)O. RXN SMILES: [CH2:1]([c:2]1[cH:3][cH:4][cH:5][cH:6][cH:7]1)[N:8]1[CH2:9][CH:10]([OH:13])[CH2:11][CH2:12]1.[CH3:14][S:15]([Cl:16])(=[O:17])=[O:18].[CH3:21][c:22]1[cH:23][cH:24][cH:25][cH:26][cH:27]1.[Na+:20].[OH-:19].[OH2:28]>>[CH2:1]([c:2]1[cH:3][cH:4][cH:5][cH:6][cH:7]1)[N:8]1[CH2:9][CH:10]([OH:13])[CH2:11][CH2:12]1.[CH3:14][S:15](=[O:17])([OH:18])=[O:19]. Starting materials: CCOC(=O)C1CCCC1c1ccc2[nH]cc(C#N)c2c1, CO, [Li+], [OH-], O, O. Product: N#Cc1c[nH]c2ccc(C3CCCC3C(=O)O)cc12. As a reaction SMILES: [CH2:1]([CH3:2])[O:3][C:4](=[O:5])[CH:6]1[CH:7]([c:11]2[cH:12][c:13]3[c:14]([C:20]#[N:21])[cH:15][nH:16][c:17]3[cH:18][cH:19]2)[CH2:8][CH2:9][CH2:10]1.[CH3:25][OH:26].[Li+:24].[OH-:23].[OH2:22].[OH2:27]>>[O:3]=[C:4]([OH:5])[CH:6]1[CH:7]([c:11]2[cH:12][c:13]3[c:14]([C:20]#[N:21])[cH:15][nH:16][c:17]3[cH:18][cH:19]2)[CH2:8][CH2:9][CH2:10]1.